This data is from the Open Reaction Database (ORD), a public repository of structured organic reaction records. The task is: describe an organic reaction: reactants, conditions, products, and yield Starting materials: CN(N=C\C=C\C)C ((E)-2-Butenal N,N-dimethylhydrazone), BrC=1C(C2=CC=CC=C2C(C1)=O)=O (2-bromo-1,4-naphthoquinone). Run in C=1(C(=CC=CC1)C)C (xylene), C=1(C(=CC=CC1)C)C (xylene). Product: CC=1C=CN=C2C1C(=O)C=3C=CC=CC3C2=O (cleistopholine). The yield is 57.3%. Reaction SMILES: CN(C)[N:3]=[CH:4]/[CH:5]=[CH:6]/[CH3:7].Br[C:10]1[C:11](=[O:21])[C:12]2[C:17]([C:18](=[O:20])[CH:19]=1)=[CH:16][CH:15]=[CH:14][CH:13]=2>C1(C)C(C)=CC=CC=1>[CH3:7][C:6]1[CH:5]=[CH:4][N:3]=[C:19]2[C:18](=[O:20])[C:17]3[CH:16]=[CH:15][CH:14]=[CH:13][C:12]=3[C:11](=[O:21])[C:10]=12. Procedure details: (E)-2-Butenal N,N-dimethylhydrazone, (3.70 g, 0.033 mol) in dry xylene (10 mL, Fisher) was added to a xylene solution (50 mL) of 2-bromo-1,4-naphthoquinone, (6.00 g, 0.025 mol) in a 200-mL, round-bottomed flask fitted with a condensor. The dark mixture was then heated at reflux for 6 h under a nitrogen atmosphere before decanting the solution into a 500-mL separatory funnel. The solids coating the wall of the flask were washed thoroughly with ethyl acetate (6×25 mL) and these washings added to t... Reactants: IC1=CC=C(C=C1)NC(C)CCCCCC (N-(4'-iodophenyl)-2-amino octane), C(C)(=O)O (acetic acid), C(C)(=O)OC(C)=O (acetic anhydride). The solvent is CCOCC (ether). Reaction conditions: temperature 70 celsius, time 19 hour. The product is C(C)(=O)N(C1=CC=C(C=C1)I)C(C)CCCCCC (N-acetyl-N-2-octyl-4-iodoaniline). Isolated yield 70.0%. Reaction SMILES: [I:1][C:2]1[CH:7]=[CH:6][C:5]([NH:8][CH:9]([CH2:11][CH2:12][CH2:13][CH2:14][CH2:15][CH3:16])[CH3:10])=[CH:4][CH:3]=1.[C:17](O)(=[O:19])[CH3:18].C(OC(=O)C)(=O)C>CCOCC>[C:17]([N:8]([CH:9]([CH2:11][CH2:12][CH2:13][CH2:14][CH2:15][CH3:16])[CH3:10])[C:5]1[CH:6]=[CH:7][C:2]([I:1])=[CH:3][CH:4]=1)(=[O:19])[CH3:18]. Procedure details: A flask containing N-(4'-iodophenyl)-2-amino octane (1.50 g, 4.5 mmol) was charged with acetic acid (15 ml) and acetic anhydride (15 ml). The reaction flask was immersed in an oil bath which was warmed to 70° C. over a period of 0.5 hr. After stirring for 19 hrs, the reaction was allowed to cool, diluted with ether (200 ml), washed with water (2×50 ml), saturated aqueous sodium bicarbonate (4×50 ml), water (2×50 ml) and brine (50 ml), dried (Na2SO4), filtered, and evaporated in vacuo. Flash colu... Starting materials: COC1=CC=C(C=C1)C=1N=C(SC1)NC(C(=O)O)=O (N-[4-(4-methoxyphenyl)-thiazol-2-yl]-oxamic acid), C(C)OCCO (ethylene glycol monoethyl ether). Product: COC1=CC=C(C=C1)C=1N=C(SC1)NC(C(=O)OCCOCC)=O (2-Ethoxyethyl N-[4-(4-methoxyphenyl)-thiazol-2-yl]-oxamate). RXN SMILES: [CH3:1][O:2][C:3]1[CH:8]=[CH:7][C:6]([C:9]2[N:10]=[C:11]([NH:14][C:15](=[O:19])[C:16]([OH:18])=[O:17])[S:12][CH:13]=2)=[CH:5][CH:4]=1.[CH2:20]([O:22][CH2:23][CH2:24]O)[CH3:21]>>[CH3:1][O:2][C:3]1[CH:8]=[CH:7][C:6]([C:9]2[N:10]=[C:11]([NH:14][C:15](=[O:19])[C:16]([O:18][CH2:21][CH2:20][O:22][CH2:23][CH3:24])=[O:17])[S:12][CH:13]=2)=[CH:5][CH:4]=1. Procedure: Using a method similar to Example 12, 6.95 g of N-[4-(4-methoxyphenyl)-thiazol-2-yl]-oxamic acid and 5.6 g of ethylene glycol monoethyl ether give, after crystallization of the crude product from ethanol/active charcoal, 4 g of the compound of the formula I, with R1 =4--OCH3 --C6H4 and R2 =CH2CH2 --OC2H5, of melting point 130°-133° C. Starting materials: COC1=CC=C(C=C1)NC=1C(NC(C1C1=CC=CC=C1)=O)=O (3-[(4-methoxyphenyl)amino]-4-phenyl-1H-pyrrole-2,5-dione), CC1=CC(=NO1)CO (5-methylisoxazole-3-methanol), N(=NC(=O)OCC)C(=O)OCC (diethyl azodicarboxylate), C1(=CC=CC=C1)P(C1=CC=CC=C1)C1=CC=CC=C1 (triphenylphosphine). The solvent is C1CCOC1 (THF), C1CCOC1 (THF). Conditions: temperature 130 celsius. Yields the product COC1=CC=C(C=C1)NC=1C(N(C(C1C1=CC=CC=C1)=O)CC1=NOC(=C1)C)=O (3-[(4-Methoxyphenyl)amino]-1-[(5-methylisoxazol-3-yl)methyl]-4-phenyl-1H-pyrrole-2,5-dione). Yield: 21.1%. As a reaction SMILES: [CH3:1][O:2][C:3]1[CH:8]=[CH:7][C:6]([NH:9][C:10]2[C:11](=[O:22])[NH:12][C:13](=[O:21])[C:14]=2[C:15]2[CH:20]=[CH:19][CH:18]=[CH:17][CH:16]=2)=[CH:5][CH:4]=1.[CH3:23][C:24]1[O:28][N:27]=[C:26]([CH2:29]O)[CH:25]=1.N(C(OCC)=O)=NC(OCC)=O.C1(P(C2C=CC=CC=2)C2C=CC=CC=2)C=CC=CC=1>C1COCC1>[CH3:1][O:2][C:3]1[CH:4]=[CH:5][C:6]([NH:9][C:10]2[C:11](=[O:22])[N:12]([CH2:29][C:26]3[CH:25]=[C:24]([CH3:23])[O:28][N:27]=3)[C:13](=[O:21])[C:14]=2[C:15]2[CH:20]=[CH:19][CH:18]=[CH:17][CH:16]=2)=[CH:7][CH:8]=1. Procedure: To a solution of 3-[(4-methoxyphenyl)amino]-4-phenyl-1H-pyrrole-2,5-dione (0.17 mmol, 50 mg), 5-methylisoxazole-3-methanol (0.19 mmol, 21 mg) and diethyl azodicarboxylate (0.19 mmol, 33 mg) in dry THF (1 mL) was added triphenylphosphine (0.19 mmol, 49 mg) in dry THF (1 mL). The mixture was heated in a microwave reactor at 130° C. for six min. After cooling, the reaction mixture was purified by HPLC (95% 0.1M ammonium acetate buffer: 5% CH3CN→100% CH3CN) to give 14 mg (21%) of the title compound.... The reactants are OC(CC1=NC(=CC=C1)\C=C\C(CCCCCCCC)O)C1=CC(=CC=C1)C(=O)OC (2-[(2RS)-2-hydroxy-2-(3-methoxycarbonylphenyl)-ethyl]-6-[(1E)-(3RS)-3-hydroxy-1-undecenyl]-pyridine), 1, [OH-].[Na+] (sodium hydroxide). Run in CO (methanol). The product is OC(CC1=NC(=CC=C1)\C=C\C(CCCCCCCC)O)C1=CC(=CC=C1)C(=O)O (2-[(2RS)-2-Hydroxy-2-(3-carboxyphenyl)-ethyl]-6-[(1E)-(3RS) -3-hydroxy-1-undecenyl]-pyridine). Isolated yield 62.0%. RXN SMILES: [OH:1][CH:2]([C:22]1[CH:27]=[CH:26][CH:25]=[C:24]([C:28]([O:30]C)=[O:29])[CH:23]=1)[CH2:3][C:4]1[CH:9]=[CH:8][CH:7]=[C:6](/[CH:10]=[CH:11]/[CH:12]([OH:21])[CH2:13][CH2:14][CH2:15][CH2:16][CH2:17][CH2:18][CH2:19][CH3:20])[N:5]=1.[OH-].[Na+]>CO>[OH:1][CH:2]([C:22]1[CH:27]=[CH:26][CH:25]=[C:24]([C:28]([OH:30])=[O:29])[CH:23]=1)[CH2:3][C:4]1[CH:9]=[CH:8][CH:7]=[C:6](/[CH:10]=[CH:11]/[CH:12]([OH:21])[CH2:13][CH2:14][CH2:15][CH2:16][CH2:17][CH2:18][CH2:19][CH3:20])[N:5]=1 |f:1.2|. Procedure: Under the conditions of example 2, 30 mg of 2-[(2RS)-2-hydroxy-2-(3-methoxycarbonylphenyl)-ethyl]-6-[(1E)-(3RS)-3-hydroxy-1-undecenyl]-pyridine in 2 ml of methanol is saponified with 1 ml of 1 n sodium hydroxide solution and worked up. 18 mg of the title compound is obtained as oil. The reactants are C1(CCCC1)CC(C1=CC=C(C=C1)S(=O)C)C1=CC=2C(=NC=CC2)N1 (2-[2-cyclopentyl-1-(4-methanesulfinyl-phenyl)-ethyl]-1H-pyrrolo[2,3-b]pyridine), C1(CCCC1)C=C(C1=CC=C(C=C1)S(=O)C)C1=CC=2C(=NC=CC2)N1 (2-[2-cyclopentyl-1-(4-methanesulfinyl-phenyl)-vinyl]-1H-pyrrolo[2,3-b]pyridine), [Mn](=O)(=O)(=O)[O-].[K+] (potassium permanganate). Run in CO (methanol), O (water). Conditions: time 1.5 hour. The product is C1(CCCC1)CC(C1=CC=C(C=C1)S(=O)(=O)C)C1=CC=2C(=NC=CC2)N1 (2-[2-cyclopentyl-1-(4-methanesulfonyl-phenyl)-ethyl]-1H-pyrrolo[2,3-b]pyridine). The yield is 23.0%. Reaction SMILES: [CH:1]1([CH2:6][CH:7]([C:17]2[NH:25][C:20]3=[N:21][CH:22]=[CH:23][CH:24]=[C:19]3[CH:18]=2)[C:8]2[CH:13]=[CH:12][C:11]([S:14]([CH3:16])=[O:15])=[CH:10][CH:9]=2)[CH2:5][CH2:4][CH2:3][CH2:2]1.C1(C=C(C2NC3=NC=CC=C3C=2)C2C=CC(S(C)=[O:40])=CC=2)CCCC1.[Mn]([O-])(=O)(=O)=O.[K+]>CO.O>[CH:1]1([CH2:6][CH:7]([C:17]2[NH:25][C:20]3=[N:21][CH:22]=[CH:23][CH:24]=[C:19]3[CH:18]=2)[C:8]2[CH:9]=[CH:10][C:11]([S:14]([CH3:16])(=[O:40])=[O:15])=[CH:12][CH:13]=2)[CH2:5][CH2:4][CH2:3][CH2:2]1 |f:2.3|. Procedure: A solution of the mixture of 2-[2-cyclopentyl-1-(4-methanesulfinyl-phenyl)-ethyl]-1H-pyrrolo[2,3-b]pyridine and 2-[2-cyclopentyl-1-(4-methanesulfinyl-phenyl)-vinyl]-1H-pyrrolo[2,3-b]pyridine (1.7 g) in methanol (50 mL) at 0° C. was treated dropwise with a solution of potassium permanganate (800 mg, 5.09 mmol) in water (15 mL). The resulting mixture was stirred to 1.5 h. The mixture was then partitioned between water (100 mL) and chloroform (100 mL). The aqueous layer was then extracted with ethy...